This data is from the Open Reaction Database (ORD), a public repository of structured organic reaction records. The task is: describe an organic reaction: reactants, conditions, products, and yield Starting materials: [OH-].[Na+] (sodium hydroxide), C(C1=CC=CC=C1)N1N=C(C2=CC=CC=C12)C1=CC=C(C=C1)C(=O)OCC (1-benzyl-3-(4′-ethoxycarbonylphenyl)indazole), Cl (HCl). Run in CO (methanol). Yields the product C(C1=CC=CC=C1)N1N=C(C2=CC=CC=C12)C1=CC=C(C=C1)C(=O)O (1-benzyl-3-(4′-hydroxycarbonyl-phenyl)-indazole). Isolated yield 94.6%. Reaction SMILES: [CH2:1]([N:8]1[C:16]2[C:11](=[CH:12][CH:13]=[CH:14][CH:15]=2)[C:10]([C:17]2[CH:22]=[CH:21][C:20]([C:23]([O:25]CC)=[O:24])=[CH:19][CH:18]=2)=[N:9]1)[C:2]1[CH:7]=[CH:6][CH:5]=[CH:4][CH:3]=1.[OH-].[Na+].Cl>CO>[CH2:1]([N:8]1[C:16]2[C:11](=[CH:12][CH:13]=[CH:14][CH:15]=2)[C:10]([C:17]2[CH:18]=[CH:19][C:20]([C:23]([OH:25])=[O:24])=[CH:21][CH:22]=2)=[N:9]1)[C:2]1[CH:7]=[CH:6][CH:5]=[CH:4][CH:3]=1 |f:1.2|. Procedure: To a solution of 1-benzyl-3-(4′-ethoxycarbonylphenyl)indazole (1 g, 2.8 mmole) dissolved in 10 mL methanol was added a sodium hydroxide solution (0.56 g in 20 mL water). After the mixture was heated under reflux for 6 hours, the methanol was removed by evaporation. The residue thus obtained was acidified with diluted HCl. After cooling in an ice bath, a solid precipitated and was collected to obtain 0.87 g 1-benzyl-3-(4′-hydroxycarbonyl-phenyl)-indazole in a yield of 94.5%. Reactants: BrBr (Bromine), [NH4+].[OH-] (NH4OH), COC1=C2C(C=CO2)=CC3=C1OC(=O)C=C3 (8-methoxypsoralen), S(=S)(=O)([O-])[O-].[Na+].[Na+] (Sodium thiosulfate). The solvent is O1CCCC1 (THF), O1CCCC1 (tetrahydrofuran). Run at time 8 hour. Yields the product COC1=C2C(=C(C3=C1OC(=O)C=C3)Br)C=CO2 (5-bromo-8-methoxypsoralen). Isolated yield 73.3%. As a reaction SMILES: [CH3:1][O:2][C:3]1[C:11]2[O:12][C:13]([CH:15]=[CH:16][C:10]=2[CH:9]=[C:5]2[CH:6]=[CH:7][O:8][C:4]=12)=[O:14].[Br:17]Br.S([O-])([O-])(=O)=S.[Na+].[Na+].[NH4+].[OH-]>O1CCCC1>[CH3:1][O:2][C:3]1[C:11]2[O:12][C:13]([CH:15]=[CH:16][C:10]=2[C:9]([Br:17])=[C:5]2[CH:6]=[CH:7][O:8][C:4]=12)=[O:14] |f:2.3.4,5.6|. Procedure details: 8-methoxypsoralen (8-MOP, Aldrich, Milwaukee, Wis., 0.75 g, 3.5 m mol) was dissolved in tetrahydrofuran (THF, 75 mL), Bromine (1.5 mL, 3.5 mmol) in THF (5 mL) was added dropwise. The resulting mixture was stirred at room temperature for overnight. 10% Sodium thiosulfate (5 mL) was added and the solution was basified using conc. aqueous NH4OH, and then extracted twice with chloroform. The organic layer was recrystallized from chloroform to give the product 5-bromo-8-methoxypsoralen (0.75 g, 73.5%... Solvent: C(C)(=O)OCC (ethyl acetate). As a reaction SMILES: [N+:1]([C:4]1[CH:18]=[CH:17][CH:16]=[CH:15][C:5]=1[O:6][CH2:7][CH2:8][CH2:9][C:10]([O:12][CH2:13][CH3:14])=[O:11])([O-])=O.[H][H]>C(OCC)(=O)C.[Pd]>[NH2:1][C:4]1[CH:18]=[CH:17][CH:16]=[CH:15][C:5]=1[O:6][CH2:7][CH2:8][CH2:9][C:10]([O:12][CH2:13][CH3:14])=[O:11]. Starting materials: [N+](=O)([O-])C1=C(OCCCC(=O)OCC)C=CC=C1 (Ethyl 4-(2-nitrophenoxy)butyrate), [H][H] (hydrogen), [H][H] (hydrogen). The reagents and catalysts are [Pd] (palladium on carbon). Product: NC1=C(OCCCC(=O)OCC)C=CC=C1 (Ethyl 4-(2-aminophenoxy)butyrate). Procedure details: A solution of (3) (1.27 g, 5.0 mM) in 15 mL ethyl acetate containing 200 mg of 5% palladium on carbon is reacted in a hydrogen atmosphere (40 psig.) at room temperature until hydrogen uptake ceases. The mixture is then filtered and concentrated in vacuo to yield 1.0+ g of (4) as an oil/low melting solid. Starting materials: C[Al](C)C (Trimethylaluminium), NC1=NC=C(C#N)C=C1 (6-aminonicotinonitrile), O[C@H](C(=O)OC)CO[C@@H](CO[Si](C(C)C)(C(C)C)C(C)C)C ((S)-Methyl 2-hydroxy-3-((R)-1-(triisopropylsilyloxy)propan-2-yloxy)propanoate). Run in C1(=CC=CC=C1)C (toluene), C1(=CC=CC=C1)C (toluene). Reaction conditions: temperature 0 celsius, time 20 minute. The product is C(#N)C=1C=CC(=NC1)NC([C@H](CO[C@@H](CO[Si](C(C)C)(C(C)C)C(C)C)C)O)=O ((S)—N-(5-cyanopyridin-2-yl)-2-hydroxy-3-((R)-1-(triisopropylsilyloxy)propan-2-yloxy)propanamide). Isolated yield 69.8%. RXN SMILES: C[Al](C)C.[NH2:5][C:6]1[CH:13]=[CH:12][C:9]([C:10]#[N:11])=[CH:8][N:7]=1.[OH:14][C@@H:15]([CH2:20][O:21][C@H:22]([CH3:35])[CH2:23][O:24][Si:25]([CH:32]([CH3:34])[CH3:33])([CH:29]([CH3:31])[CH3:30])[CH:26]([CH3:28])[CH3:27])[C:16](OC)=[O:17]>C1(C)C=CC=CC=1>[C:10]([C:9]1[CH:12]=[CH:13][C:6]([NH:5][C:16](=[O:17])[C@@H:15]([OH:14])[CH2:20][O:21][C@H:22]([CH3:35])[CH2:23][O:24][Si:25]([CH:29]([CH3:31])[CH3:30])([CH:26]([CH3:27])[CH3:28])[CH:32]([CH3:33])[CH3:34])=[N:7][CH:8]=1)#[N:11]. Procedure: Trimethylaluminium (5.98 mL, 11.96 mmol) was added to 6-aminonicotinonitrile (1.424 g, 11.96 mmol) in toluene (20 mL) cooled to 0° C. under nitrogen. The resulting solution was stirred at 0° C. for 20 minutes. (S)-Methyl 2-hydroxy-3-((R)-1-(triisopropylsilyloxy)propan-2-yloxy)propanoate (Intermediate AU5) (2 g, 5.98 mmol) in toluene (6 mL) was added and the reaction was allowed to warm to room temperature and then refluxed for 6 hours. The reaction mixture was allowed to cool and concentrated in... The reactants are ClC1=CC=2C3=C(N(C2C=C1)C(C(C)C1=CC=C(C=C1)F)O)CCN(C3)C (1-(8-Chloro-1,2,3,4-tetrahydro-2-methylpyrido[4,3-b]indol-5-yl)-2-(4-fluorophenyl)propan-1-ol), S(O)(O)(=O)=O (sulfuric acid), aqueous solution, [OH-].[K+] (KOH), mixture. Solvent: ice water. The product is ClC1=CC=2C3=C(N(C2C=C1)\C=C(/C)\C1=CC=C(C=C1)F)CCN(C3)C ((E)-8-chloro-5-(2-(4-fluorophenyl)prop-1-enyl)-2,3,4,5-tetrahydro-2-methyl-1H-pyrido[4,3-b]indole). As a reaction SMILES: [Cl:1][C:2]1[CH:10]=[CH:9][C:8]2[N:7]([CH:11](O)[CH:12]([C:14]3[CH:19]=[CH:18][C:17]([F:20])=[CH:16][CH:15]=3)[CH3:13])[C:6]3[CH2:22][CH2:23][N:24]([CH3:26])[CH2:25][C:5]=3[C:4]=2[CH:3]=1.S(=O)(=O)(O)O.[OH-].[K+]>>[Cl:1][C:2]1[CH:10]=[CH:9][C:8]2[N:7](/[CH:11]=[C:12](/[C:14]3[CH:19]=[CH:18][C:17]([F:20])=[CH:16][CH:15]=3)\[CH3:13])[C:6]3[CH2:22][CH2:23][N:24]([CH3:26])[CH2:25][C:5]=3[C:4]=2[CH:3]=1 |f:2.3|. Procedure details: 1-(8-Chloro-1,2,3,4-tetrahydro-2-methylpyrido[4,3-b]indol-5-yl)-2-(4-fluorophenyl)propan-1-ol (1 g, 2.68 mmol, 1 equiv.) was refluxed with 25% sulfuric acid (7 mL) for 2 h, cooled to RT and then cooled to 5° C. in ice-water bath. 15% aqueous solution of KOH was added dropwise to the reaction mixture (pH 9-10), followed by extraction with EtOAc (3×10 mL). The combined organic extracts were washed with water (10 mL) followed by brine, dried over sodium sulfate and evaporated under vacuum and purif... The reactants are CC(=O)Oc1ccc(C(=O)O)cc1, ClP(Cl)(Cl)(Cl)Cl, c1ccccc1. Product: CC(=O)Oc1ccc(C(=O)Cl)cc1. As a reaction SMILES: [C:1]([CH3:2])(=[O:3])[O:4][c:5]1[cH:6][cH:7][c:8]([C:9](=[O:10])[OH:11])[cH:12][cH:13]1.[Cl:14][P:15]([Cl:16])([Cl:17])([Cl:18])[Cl:19].[cH:20]1[cH:21][cH:22][cH:23][cH:24][cH:25]1>>[C:1]([CH3:2])(=[O:3])[O:4][c:5]1[cH:6][cH:7][c:8]([C:9](=[O:10])[Cl:14])[cH:12][cH:13]1. The reactants are CCc1ccc(N=C=O)cc1, Nc1ccc(Oc2ccnc(-c3nnn[nH]3)c2)cc1. The product is CCc1ccc(NC(=O)Nc2ccc(Oc3ccnc(-c4nnn[nH]4)c3)cc2)cc1. RXN SMILES: [CH2:20]([CH3:21])[c:22]1[cH:23][cH:24][c:25]([N:28]=[C:29]=[O:30])[cH:26][cH:27]1.[nH:1]1[n:2][n:3][n:4][c:5]1-[c:6]1[n:7][cH:8][cH:9][c:10]([O:12][c:13]2[cH:14][cH:15][c:16]([NH2:19])[cH:17][cH:18]2)[cH:11]1>>[nH:1]1[n:2][n:3][n:4][c:5]1-[c:6]1[n:7][cH:8][cH:9][c:10]([O:12][c:13]2[cH:14][cH:15][c:16]([NH:19][C:29]([NH:28][c:25]3[cH:24][cH:23][c:22]([CH2:20][CH3:21])[cH:27][cH:26]3)=[O:30])[cH:17][cH:18]2)[cH:11]1. Starting materials: CN(C)C=O, O=C(CN1CC(c2ccc(F)cc2)CC1=O)ON1C(=O)CCC1=O, O=C1CNCCN1. The product is O=C1CN(C(=O)CN2CC(c3ccc(F)cc3)CC2=O)CCN1. As a reaction SMILES: [CH3:32][N:33]([CH3:34])[CH:35]=[O:36].[F:1][c:2]1[cH:3][cH:4][c:5]([CH:8]2[CH2:9][C:10](=[O:24])[N:11]([CH2:13][C:14]([O:16][N:15]3[C:17](=[O:18])[CH2:19][CH2:20][C:21]3=[O:22])=[O:23])[CH2:12]2)[cH:6][cH:7]1.[NH:25]1[C:26](=[O:31])[CH2:27][NH:28][CH2:29][CH2:30]1>>[F:1][c:2]1[cH:3][cH:4][c:5]([CH:8]2[CH2:9][C:10](=[O:24])[N:11]([CH2:13][C:14](=[O:16])[N:28]3[CH2:27][C:26](=[O:31])[NH:25][CH2:30][CH2:29]3)[CH2:12]2)[cH:6][cH:7]1.